From a dataset of the Open Reaction Database (ORD), a public repository of structured organic reaction records. describe an organic reaction: reactants, conditions, products, and yield The reactants are O.O.OCS(=O)[O-].[Na+] (sodium hydroxymethane sulfinate dihydrate), BrCC1=C(C=CC=C1)CBr (1,2-bis(bromomethyl)benzene), O (Water). The reagents and catalysts are [Br-].C(CCC)[N+](CCCC)(CCCC)CCCC (tetrabutylammonium bromide). Solvent: CN(C=O)C (N,N-dimethylformamide), C(C)OCC (diethyl ether). Conditions: temperature 0 celsius, time 7 hour. Yields the product C1OS(CC2=C1C=CC=C2)=O (1,4-Dihydro-2,3-benzoxathiin 3-oxide). RXN SMILES: Br[CH2:2][C:3]1[CH:8]=[CH:7][CH:6]=[CH:5][C:4]=1[CH2:9]Br.O.O.OC[S:15]([O-:17])=[O:16].[Na+].O>CN(C)C=O.[Br-].C([N+](CCCC)(CCCC)CCCC)CCC.C(OCC)C>[CH2:9]1[C:4]2[CH:5]=[CH:6][CH:7]=[CH:8][C:3]=2[CH2:2][S:15](=[O:16])[O:17]1 |f:1.2.3.4,7.8|. Procedure details: To a stirred solution of 1,2-bis(bromomethyl)benzene (15 g, 56.8 mmol) in N,N-dimethylformamide (100 mL) at 0° C. was added tetrabutylammonium bromide (3.66 g, 11.4 mmol), followed by sodium hydroxymethane sulfinate dihydrate (17.5 g, 113.6 mmol) in one portion. The resulting suspension was stirred at 0° C. for 7 h under nitrogen and then at room temperature for 10 h. Water (250 mL) was added and after 30 min the reaction mixture was diluted with diethyl ether. The organic layer was washed with ... Reactants: OCCC=1C=C(C=CC1OC)CC(C(=O)OCC)OC(C)C (ethyl 3-[3-(2-hydroxyethyl)-4-methoxyphenyl]-2-isopropoxypropanoate), FC(C1=CC(=CC=C1)N=C=O)(F)F (α,α,α-trifluoro-m-tolylisocyanate). The product is C(C)(C)OC(C(=O)O)CC1=CC(=C(C=C1)OC)CCOC(=O)NC1=CC(=CC=C1)C(F)(F)F (2-Isopropoxy-3-{4-methoxy-3-[2-({[3-(trifluoromethyl)-anilino]carbonyl}oxy)ethyl]phenyl}propanoic acid). RXN SMILES: [OH:1][CH2:2][CH2:3][C:4]1[CH:5]=[C:6]([CH2:12][CH:13]([O:19][CH:20]([CH3:22])[CH3:21])[C:14]([O:16]CC)=[O:15])[CH:7]=[CH:8][C:9]=1[O:10][CH3:11].[F:23][C:24]([F:35])([F:34])[C:25]1[CH:30]=[CH:29][CH:28]=[C:27]([N:31]=[C:32]=[O:33])[CH:26]=1>>[CH:20]([O:19][CH:13]([CH2:12][C:6]1[CH:7]=[CH:8][C:9]([O:10][CH3:11])=[C:4]([CH2:3][CH2:2][O:1][C:32]([NH:31][C:27]2[CH:28]=[CH:29][CH:30]=[C:25]([C:24]([F:23])([F:34])[F:35])[CH:26]=2)=[O:33])[CH:5]=1)[C:14]([OH:16])=[O:15])([CH3:21])[CH3:22]. Procedure: Using ethyl 3-[3-(2-hydroxyethyl)-4-methoxyphenyl]-2-isopropoxypropanoate and α,α,α-trifluoro-m-tolylisocyanate, the title compound was obtained in the same manner as described in Example 148.